From a dataset of the Open Reaction Database (ORD), a public repository of structured organic reaction records. describe an organic reaction: reactants, conditions, products, and yield Reactants: N1CCOCC1 (morpholine), TEA, ClC1=NN=C(C2=CC=CC=C12)NC1=CC=C(C=C1)OC1=NC=CC=C1C1=NC(=NC=C1)NC (4-chloro-N-(4-(3-(2-(methylamino)pyrimidin-4-yl)pyridin-2-yloxy)phenyl)phthalazin-1-amine). Run in CS(=O)C (DMSO). Conditions: temperature 100 celsius. Product: CNC1=NC=CC(=N1)C=1C(=NC=CC1)OC1=CC=C(C=C1)NC1=NN=C(C2=CC=CC=C12)N1CCOCC1 (N-(4-(3-(2-(methylamino)pyrimidin-4-yl)pyridin-2-yloxy)phenyl)-4-morpholinophthalazin-1-amine). RXN SMILES: Cl[C:2]1[C:11]2[C:6](=[CH:7][CH:8]=[CH:9][CH:10]=2)[C:5]([NH:12][C:13]2[CH:18]=[CH:17][C:16]([O:19][C:20]3[C:25]([C:26]4[CH:31]=[CH:30][N:29]=[C:28]([NH:32][CH3:33])[N:27]=4)=[CH:24][CH:23]=[CH:22][N:21]=3)=[CH:15][CH:14]=2)=[N:4][N:3]=1.[NH:34]1[CH2:39][CH2:38][O:37][CH2:36][CH2:35]1>CS(C)=O>[CH3:33][NH:32][C:28]1[N:27]=[C:26]([C:25]2[C:20]([O:19][C:16]3[CH:17]=[CH:18][C:13]([NH:12][C:5]4[C:6]5[C:11](=[CH:10][CH:9]=[CH:8][CH:7]=5)[C:2]([N:34]5[CH2:39][CH2:38][O:37][CH2:36][CH2:35]5)=[N:3][N:4]=4)=[CH:14][CH:15]=3)=[N:21][CH:22]=[CH:23][CH:24]=2)[CH:31]=[CH:30][N:29]=1. Reported procedure: To a resealable tube was added 4-chloro-N-(4-(3-(2-(methylamino)pyrimidin-4-yl)pyridin-2-yloxy)phenyl)phthalazin-1-amine (120 mg, 0.263 mmol) and DMSO (0.526 mL, 0.5 M). To this solution was added morpholine (0.689 mL, 7.89 mmol) and TEA (0.037 mL, 0.26 mmol), and the reaction mixture was heated at 100° C. for 48 h. The reaction was cooled and concentrated under reduced pressure. The crude residue was dissolved in dichloromethane and purified by Biotage column chromatography on silica gel (1%-5%... The reactants are ClC1=NC=CC(=N1)C=1C=NN(C1)C(CC#N)C1CCCC1 (3-[4-(2-chloropyrimidin-4-yl)-1H-pyrazol-1-yl]-3-cyclopentylpropanenitrile), N1(CCCC1)CCOC1=CC=C(N)C=C1 (4-(2-pyrrolidin-1-ylethoxy)aniline), C(C)(=O)O (acetic acid). The product is C1(CCCC1)C(CC#N)N1N=CC(=C1)C1=NC(=NC=C1)NC1=CC=C(C=C1)OCCN1CCCC1 (3-cyclopentyl-3-[4-(2-{[4-(2-pyrrolidin-1-ylethoxy)phenyl]amino}pyrimidin-4-yl)-1H-pyrazol-1-yl]propanenitrile). Reaction SMILES: Cl[C:2]1[N:7]=[C:6]([C:8]2[CH:9]=[N:10][N:11]([CH:13]([CH:17]3[CH2:21][CH2:20][CH2:19][CH2:18]3)[CH2:14][C:15]#[N:16])[CH:12]=2)[CH:5]=[CH:4][N:3]=1.[N:22]1([CH2:27][CH2:28][O:29][C:30]2[CH:36]=[CH:35][C:33]([NH2:34])=[CH:32][CH:31]=2)[CH2:26][CH2:25][CH2:24][CH2:23]1.C(O)(=O)C>>[CH:17]1([CH:13]([N:11]2[CH:12]=[C:8]([C:6]3[CH:5]=[CH:4][N:3]=[C:2]([NH:34][C:33]4[CH:35]=[CH:36][C:30]([O:29][CH2:28][CH2:27][N:22]5[CH2:26][CH2:25][CH2:24][CH2:23]5)=[CH:31][CH:32]=4)[N:7]=3)[CH:9]=[N:10]2)[CH2:14][C:15]#[N:16])[CH2:21][CH2:20][CH2:19][CH2:18]1. Procedure: A mixture of 3-[4-(2-chloropyrimidin-4-yl)-1H-pyrazol-1-yl]-3-cyclopentylpropanenitrile (prepared according to the procedure described in Example 33, Step 2; 0.030 g, 0.000099 mol) and 4-(2-pyrrolidin-1-ylethoxy)aniline (0.0308 g, 0.000149 mol) in acetic acid (0.7 mL, 0.01 mol) was refluxed overnight. After being evaporated to dryness, the residue was diluted with EtOAc, washed with aqueous sodium bicarbonate, brine, dried, and concentrated. The residue was applied on RP-HPLC to obtain the desir... Starting materials: ClCC1(C2=CC=CC=C2C=2C=CC=CC12)[Si](C)(C)C (9-(chloromethyl)-9-(trimethylsilyl) fluorene), O1CCCC1 (tetrahydrofuran), C1(C=CC=C1)[Li] (cyclopentadienyl lithium), O1CCCC1 (tetrahydrofuran). Reaction SMILES: ClCC1([Si](C)(C)C)[C:15]2[CH:14]=[CH:13][CH:12]=[CH:11][C:10]=2[C:9]2[C:4]1=[CH:5][CH:6]=[CH:7][CH:8]=2.[CH:20]1([Li])[CH:24]=[CH:23][CH:22]=C1.O1C[CH2:29][CH2:28][CH2:27]1>>[CH:14]1([CH2:13][C:12]2[C:11]3[CH2:10][C:9]4[C:4](=[CH:5][CH:6]=[CH:7][CH:8]=4)[C:22]=3[CH:23]=[CH:24][CH:20]=2)[CH:15]=[CH:29][CH:28]=[CH:27]1. Reported procedure: The 9-(chloromethyl)-9-(trimethylsilyl) fluorene was dissolved in 200 ml tetrahydrofuran and added dropwise to a solution of cyclopentadienyl lithium (0.04m) in 200 ml of tetrahydrofuran. The reaction mixture was stirred for another 2 hours. The yellow solution was washed with 50 ml of an aqueous NH4Cl solution, then washed with 50 ml of water, and then the organic phase was dried over Na2SO4. Then the solvent was removed in vacuo. The raw product was dissolved in pentane and was crystallized at... Reaction conditions: time 2 hour. Product: C1(C=CC=C1)CC1=CC=CC=2C3=CC=CC=C3CC12 ((cyclopentadienyl)(fluorenyl)methane). Reactants: Clc1nncc2cc(Br)ccc12, CN1CCCC1=O, CC(C)N. Reaction SMILES: [Br:1][c:2]1[cH:3][c:4]2[cH:5][n:6][n:7][c:8]([Cl:12])[c:9]2[cH:10][cH:11]1.[CH3:17][N:18]1[CH2:19][CH2:20][CH2:21][C:22]1=[O:23].[CH:13]([CH3:14])([CH3:15])[NH2:16]>>[Br:1][c:2]1[cH:3][c:4]2[cH:5][n:6][n:7][c:8]([NH:16][CH:13]([CH3:14])[CH3:15])[c:9]2[cH:10][cH:11]1. Yields the product CC(C)Nc1nncc2cc(Br)ccc12. Reactants: [OH-].[Na+] (Sodium hydroxide), C(C)(C)(C)OC(=O)NC1C(C1)C=C (N-tert-butoxycarbonyl-2-ethenylcyclopropylamine), C(C)(C)(C)OC(=O)NC1C(C1)C=C (N-tert-butoxycarbonyl-2-ethenylcyclopropylamine), [Mn](=O)(=O)(=O)[O-].[K+] (potassium permanganate), O (water), C1CCOC1 (THF), O (water). Run at temperature 0 celsius, time 5 minute. Yields the product C(C)(C)(C)OC(=O)NC1C(C1)C(CO)O (N-tert-Butoxycarbonyl-2-(1',2'-dihydroxyethyl)cyclopropyl amine). As a reaction SMILES: [OH-:1].[Na+].[C:3]([O:7][C:8]([NH:10][CH:11]1[CH2:13][CH:12]1[CH:14]=[CH2:15])=[O:9])([CH3:6])([CH3:5])[CH3:4].C1COCC1.[Mn]([O-])(=O)(=O)=O.[K+].[OH2:27]>>[C:3]([O:7][C:8]([NH:10][CH:11]1[CH2:13][CH:12]1[CH:14]([OH:27])[CH2:15][OH:1])=[O:9])([CH3:6])([CH3:5])[CH3:4] |f:0.1,4.5|. Reported procedure: Sodium hydroxide solution (114 mg in 10 mL of water) was added to N-tert-butoxycarbonyl-2-ethenylcyclopropylamine (59 mg, 0.3 mmol), from Step C of Example 1, until the N-tert-butoxycarbonyl-2-ethenylcyclopropylamine oiled out to form a separate organic layer. THF (10 mL) was added until a cloudy solution was formed. An additional 2.5 mL of water was added and the solution became clear. The clear colorless solution was cooled to 0° C. in an ice-water bath. A solution of potassium permanganate (8... The reactants are CC1=C(C(CCC1)(C)C)/C=C/C(=C/C=C/C(=C/C=O)/C)/C (retinal), Cl (hydrochloric acid). Solvent: O1CCCC1 (tetrahydrofuran). The product is CC1=C(C(CCC1)(C)C)/C=C/C(=C/C=C/C(=C/C=C/C=C(/C=C/C=C(/C=C/C2=C(CCCC2(C)C)C)\C)\C)/C)/C (beta-carotene). Yield: 84.9%. RXN SMILES: [CH3:1][C:2]1[CH2:7][CH2:6][CH2:5][C:4]([CH3:9])([CH3:8])[C:3]=1/[CH:10]=[CH:11]/[C:12](/[CH3:21])=[CH:13]/[CH:14]=[CH:15]/[C:16](/[CH3:20])=[CH:17]/[CH:18]=O.Cl>O1CCCC1>[CH3:1][C:2]1[CH2:7][CH2:6][CH2:5][C:4]([CH3:9])([CH3:8])[C:3]=1/[CH:10]=[CH:11]/[C:12](/[CH3:21])=[CH:13]/[CH:14]=[CH:15]/[C:16](/[CH3:20])=[CH:17]/[CH:18]=[CH:18]/[CH:17]=[C:16](\[CH3:20])/[CH:15]=[CH:14]/[CH:13]=[C:12](\[CH3:21])/[CH:11]=[CH:10]/[C:3]1[C:4]([CH3:9])([CH3:8])[CH2:5][CH2:6][CH2:7][C:2]=1[CH3:1]. Procedure details: A slurry of titanium trichloride (1.54 gm, 10.0 mmol) in 30 ml dry tetrahydrofuran was prepared under an inert atmosphere (nitrogen or argon), and powdered lithium aluminum hydride (190 mg. 5.0 mmol) was cautiously added. The resulting solution was stirred for two hours at room temperature to form the Ti(II) reagent, and a solution of retinal (1.42 gm, 5.0 mmol) in 5 ml dry tetrahydrofuran was added. The solution was stirred a further fifteen hours at room temperature, and then poured into 50 ml...